From a dataset of the Open Reaction Database (ORD), a public repository of structured organic reaction records. describe an organic reaction: reactants, conditions, products, and yield Reactants: [H-] (hydride), COC=1C=C2CC(NC2=CC1OC)=O (5,6-dimethoxyoxindole), ClC1=NC=NC2=CC(=C(C=C12)OC)OCCOC (4-chloro-6-methoxy-7-(2-methoxyethoxy)quinazoline). The solvent is C1CCOC1 (THF), C1CCOC1 (THF), C1CCOC1 (THF), CN(C)C=O (DMF). Run at time 20 minute. The product is Cl.COC=1C=C2C(C(NC2=CC1OC)=O)C1=NC=NC2=CC(=C(C=C12)OC)OCCOC (4-(5,6-dimethoxyoxindol-3-yl)-6-methoxy-7-(2-methoxyethoxy)quinazoline hydrochloride). The yield is 39.7%. As a reaction SMILES: [CH3:1][O:2][C:3]1[CH:4]=[C:5]2[C:9](=[CH:10][C:11]=1[O:12][CH3:13])[NH:8][C:7](=[O:14])[CH2:6]2.[H-].[Cl:16][C:17]1[C:26]2[C:21](=[CH:22][C:23]([O:29][CH2:30][CH2:31][O:32][CH3:33])=[C:24]([O:27][CH3:28])[CH:25]=2)[N:20]=[CH:19][N:18]=1>C1COCC1.CN(C=O)C>[ClH:16].[CH3:1][O:2][C:3]1[CH:4]=[C:5]2[C:9](=[CH:10][C:11]=1[O:12][CH3:13])[NH:8][C:7](=[O:14])[CH:6]2[C:17]1[C:26]2[C:21](=[CH:22][C:23]([O:29][CH2:30][CH2:31][O:32][CH3:33])=[C:24]([O:27][CH3:28])[CH:25]=2)[N:20]=[CH:19][N:18]=1 |f:5.6|. Reported procedure: A solution of 5,6-dimethoxyoxindole (107 mg, 0.56 mmol), (Chem Pharm Bull. 1971, 19, 1325-1327), in a mixture of THF (1 ml) and DMF (1 ml) was added dropwise under nitrogen to a suspension of sodiumn hydride (22 mg, 0.55 mmol, prewashed with hexane) in THF (1 ml). The mixture was stirred for 20 minutes at ambient temperature and a solution of 4-chloro-6-methoxy-7-(2-methoxyethoxy)quinazoline (50 mg, 0.18 mmol), (prepared as described for the starting material in Example 2), in THF (1 ml) was add... Reactants: C(C)(C)N(CC)C(C)C (IPEA), C1COC(=O)N1P(=O)(N2CCOC2=O)Cl (BOPCl), Cl.ClCCCC(C(=O)NN)C1=C(C=C(C=C1F)F)F (5-chloro-2-(2,4,6-trifluorophenyl)pentanoic acid hydrazide hydrochloride), COC=1C=C(C=CC1N1C=NC(=C1)C)/C=C/C(=O)O ((E)-3-[3-methoxy-4-(4-methyl-1H-imidazol-1-yl)phenyl]acrylic acid), O.C([O-])(O)=O.[Na+] (sodium bicarbonate water). The solvent is C(Cl)Cl (methylene chloride), C(C)(=O)OCC (Ethyl acetate). Conditions: time 2 hour. The product is COC=1C=C(C=CC1N1C=NC(=C1)C)/C=C/C(=O)NNC(C(CCCCl)C1=C(C=C(C=C1F)F)F)=O (5-chloro-2-(2,4,6-trifluorophenyl)pentanoic acid N′-{(E)-3-[3-methoxy-4-(4-methyl-1H-imidazol-1-yl)phenyl]acryloyl}hydrazide). Isolated yield 63.0%. Reaction SMILES: C(N(C(C)C)CC)(C)C.C1N(P(Cl)(N2C(=O)OCC2)=O)C(=O)OC1.Cl.[Cl:26][CH2:27][CH2:28][CH2:29][CH:30]([C:35]1[C:40]([F:41])=[CH:39][C:38]([F:42])=[CH:37][C:36]=1[F:43])[C:31]([NH:33][NH2:34])=[O:32].[CH3:44][O:45][C:46]1[CH:47]=[C:48](/[CH:58]=[CH:59]/[C:60](O)=[O:61])[CH:49]=[CH:50][C:51]=1[N:52]1[CH:56]=[C:55]([CH3:57])[N:54]=[CH:53]1.O.C(=O)(O)[O-].[Na+]>C(Cl)Cl.C(OCC)(=O)C>[CH3:44][O:45][C:46]1[CH:47]=[C:48](/[CH:58]=[CH:59]/[C:60]([NH:34][NH:33][C:31](=[O:32])[CH:30]([C:35]2[C:36]([F:43])=[CH:37][C:38]([F:42])=[CH:39][C:40]=2[F:41])[CH2:29][CH2:28][CH2:27][Cl:26])=[O:61])[CH:49]=[CH:50][C:51]=1[N:52]1[CH:56]=[C:55]([CH3:57])[N:54]=[CH:53]1 |f:2.3,5.6.7|. Reported procedure: IPEA (0.46 mL) and BOPCl (333 mg) were added to a solution of 5-chloro-2-(2,4,6-trifluorophenyl)pentanoic acid hydrazide hydrochloride (277 mg) and (E)-3-[3-methoxy-4-(4-methyl-1H-imidazol-1-yl)phenyl]acrylic acid (225 mg) in methylene chloride (10 mL), and the reaction solution was stirred at room temperature for two hours. Ethyl acetate and saturated sodium bicarbonate water were added to the reaction solution, and the organic layer was separated. The resulting organic layer was dried over anh... Starting materials: C(C)(C)C1=C(CBr)C(=CC(=C1)C(C)C)C(C)C (2,4,6-triisopropylbenzyl bromide), C1(C=2C(C(N1)=O)=CC=CC2)=O.[K] (potassium phthalimide), hexanes ethyl acetate. Solvent: CN(C=O)C (dimethylformamide). Conditions: temperature 70 celsius, time 8 hour. Yields the product C(C)(C)C1=C(CN2C(C=3C(C2=O)=CC=CC3)=O)C(=CC(=C1)C(C)C)C(C)C (N-(2,4,6-Triisopropylbenzyl)phthalimide). RXN SMILES: [CH:1]([C:4]1[CH:11]=[C:10]([CH:12]([CH3:14])[CH3:13])[CH:9]=[C:8]([CH:15]([CH3:17])[CH3:16])[C:5]=1[CH2:6]Br)([CH3:3])[CH3:2].[C:18]1(=[O:28])[NH:22][C:21](=[O:23])[C:20]2=[CH:24][CH:25]=[CH:26][CH:27]=[C:19]12.[K]>CN(C)C=O>[CH:1]([C:4]1[CH:11]=[C:10]([CH:12]([CH3:14])[CH3:13])[CH:9]=[C:8]([CH:15]([CH3:17])[CH3:16])[C:5]=1[CH2:6][N:22]1[C:21](=[O:23])[C:20]2=[CH:24][CH:25]=[CH:26][CH:27]=[C:19]2[C:18]1=[O:28])([CH3:3])[CH3:2] |f:1.2,^1:28|. Procedure details: A mixture of 2,4,6-triisopropylbenzyl bromide (5.00 g, 16.8 mmol), potassium phthalimide (3.71 g, 19.9 mmol), and dimethylformamide were heated for 3 hours at 70° C. The reaction mixture was allowed to stand overnight at room temperature and was then heated at 90° C. for 1 hour. The solvent was removed on the rotary evaporator, ethyl acetate (250 mL) was added, the organic layer was washed with brine, dried over magnesium sulfate, filtered, and concentrated to a white solid. Hexanes (50 mL) and ... Reactants: C1(=CC=CC=C1)NCC(=O)O (N-phenyl glycine), C(C)N=C=O (ethylisocyanate). Run in C1(=CC=CC=C1)C (toluene). Run at time 8 hour. Yields the product C1(=CC=CC=C1)N1C(=O)N(C(=O)C1)CC (1-phenyl-3-ethyl hydantoin). The yield is 41.6%. Reaction SMILES: [C:1]1([NH:7][CH2:8][C:9]([OH:11])=O)[CH:6]=[CH:5][CH:4]=[CH:3][CH:2]=1.[CH2:12]([N:14]=[C:15]=[O:16])[CH3:13]>C1(C)C=CC=CC=1>[C:1]1([N:7]2[CH2:8][C:9](=[O:11])[N:14]([CH2:12][CH3:13])[C:15]2=[O:16])[CH:2]=[CH:3][CH:4]=[CH:5][CH:6]=1. Procedure details: A mixture of N-phenyl glycine (30.2 grams, 0.2 moles), ethylisocyanate (17.8 grams, 0.25 moles) and 30 ml of toluene was refluxed for 9 hours and allowed to stand overnight at room temperature (21° C.). The suspended product was collected by filtration and washed with toluene. After drying (21° C.) it was crystallized from ethanol to produce 17 grams (42% yield) of the above-identified product having a melting point of about 142° C. Reactants: COC(C1CCNCC1)=O (isonipecotic acid methyl ester), C(=O)O (formic acid), solution. Run in C=O (formaldehyde), solution, O (water). The product is CN1CCC(CC1)C(=O)OC (1-methyl-4-piperidinecarboxylic acid, methyl ester). RXN SMILES: [CH3:1][O:2][C:3](=[O:10])[CH:4]1[CH2:9][CH2:8][NH:7][CH2:6][CH2:5]1.[CH:11](O)=O>C=O.O>[CH3:11][N:7]1[CH2:8][CH2:9][CH:4]([C:3]([O:2][CH3:1])=[O:10])[CH2:5][CH2:6]1. Reported procedure: Dissolve isonipecotic acid methyl ester in formaldehyde (19.4 mL of a 37.5% solution in water, 262 mmol) and treat with formic acid (10.2 mL of a 90% solution, 240 mmol). Heat on a steam bath for 2 hours and evaporate the solvent in vacuo. Dissolve the residue in ethyl ether, dry (MgSO4), filter and evaporate the filtrate in vacuo. Purify by distillation under an argon atmosphere to give 1-methyl-4-piperidinecarboxylic acid, methyl ester as a clear colorless oil (bp 195°-205° C., 760 mm). Reactants: C=1C=CC(=CC1)C2(C(=O)N=C(N2)[O-])C=3C=CC=CC3.[Na+] (phenytoin sodium), solution, N(C)C[C@H](O)[C@@H](O)[C@H](O)[C@H](O)CO (meglumine). The reagents and catalysts are [OH-].[Na+] (sodium hydroxide). Conditions: time 10 minute. Product: C=1C=CC(=CC1)C2(C(=O)N=C(N2)[O-])C=3C=CC=CC3.[Na+].N(C)C[C@H](O)[C@@H](O)[C@H](O)[C@H](O)CO (Phenytoin Sodium Meglumine). Reaction SMILES: [CH:1]1[CH:2]=[CH:3][C:4]([C:7]2([C:14]3[CH:15]=[CH:16][CH:17]=[CH:18][CH:19]=3)[NH:12][C:11]([O-:13])=[N:10][C:8]2=[O:9])=[CH:5][CH:6]=1.[Na+:20].[NH:21]([CH2:23][C@@H:24]([C@H:26]([C@@H:28]([C@@H:30]([CH2:32][OH:33])[OH:31])[OH:29])[OH:27])[OH:25])[CH3:22]>[OH-].[Na+]>[CH:17]1[CH:16]=[CH:15][C:14]([C:7]2([C:4]3[CH:3]=[CH:2][CH:1]=[CH:6][CH:5]=3)[NH:12][C:11]([O-:13])=[N:10][C:8]2=[O:9])=[CH:19][CH:18]=1.[Na+:20].[NH:21]([CH2:23][C@@H:24]([C@H:26]([C@@H:28]([C@@H:30]([CH2:32][OH:33])[OH:31])[OH:29])[OH:27])[OH:25])[CH3:22] |f:0.1,3.4,5.6.7|. Reported procedure: To 1.25 g (4.6 mmol) phenytoin sodium was added 10 ml of a 10% solution of meglumine (1.0 g, 5.1 mmol), and the solution diluted to 25 ml. When 2 drops 10 N sodium hydroxide were added, the cloudy suspension became clear. After 10 minutes stirring, the pH was 11.5-11.7.